describe an organic reaction: reactants, conditions, products, and yield From a dataset of the Open Reaction Database (ORD), a public repository of structured organic reaction records. The reactants are O=C(c1ccc(Br)cc1)c1ccc(N2CCOCC2)cc1, CC(=O)[O-], CC(=O)[O-], CC(C)(C)[O-], Cc1ccccc1, Nc1nccc(-c2cnc3ccccn23)n1, [Na+], [Pd+2]. Product: O=C(c1ccc(Nc2nccc(-c3cnc4ccccn34)n2)cc1)c1ccc(N2CCOCC2)cc1. As a reaction SMILES: [Br:23][c:24]1[cH:25][cH:26][c:27]([C:28](=[O:29])[c:30]2[cH:31][cH:32][c:33]([N:36]3[CH2:37][CH2:38][O:39][CH2:40][CH2:41]3)[cH:34][cH:35]2)[cH:42][cH:43]1.[C:51]([O-:52])(=[O:53])[CH3:54].[C:56]([O-:57])(=[O:58])[CH3:59].[CH3:1][C:2]([CH3:3])([O-:4])[CH3:5].[CH3:44][c:45]1[cH:46][cH:47][cH:48][cH:49][cH:50]1.[NH2:7][c:8]1[n:9][cH:10][cH:11][c:12](-[c:14]2[cH:15][n:16][c:17]3[n:18]2[cH:19][cH:20][cH:21][cH:22]3)[n:13]1.[Na+:6].[Pd+2:55]>>[NH:7]([c:8]1[n:9][cH:10][cH:11][c:12](-[c:14]2[cH:15][n:16][c:17]3[n:18]2[cH:19][cH:20][cH:21][cH:22]3)[n:13]1)[c:24]1[cH:25][cH:26][c:27]([C:28](=[O:29])[c:30]2[cH:31][cH:32][c:33]([N:36]3[CH2:37][CH2:38][O:39][CH2:40][CH2:41]3)[cH:34][cH:35]2)[cH:42][cH:43]1.